From a dataset of the Open Reaction Database (ORD), a public repository of structured organic reaction records. describe an organic reaction: reactants, conditions, products, and yield The reactants are C(C)C(C(=O)[O-])CCCC.[Na+] (Sodium 2-ethylhexanoate), C1=CC=C(C=C1)P(C2=CC=CC=C2)C3=CC=CC=C3 (PPh3), CC(=O)O (AcOH), Compound 9, O(C1=CC=CC=C1)CC(=O)N[C@H]1[C@@H]2N(C(C(=CS2)COC2=C(C=CC=C2)C2=NC3=CC=CC=C3C(N2)=O)C(=O)OCC=C)C1=O (Allyl 7β-(phenoxyacetamido)-3-(((2-(3H-quinazoline-4-one-2-yl)-phenyl)oxy)methyl)-2-cephem-4-carboxylate). Reagents/catalysts: C=1C=CC(=CC1)[P](C=2C=CC=CC2)(C=3C=CC=CC3)[Pd]([P](C=4C=CC=CC4)(C=5C=CC=CC5)C=6C=CC=CC6)([P](C=7C=CC=CC7)(C=8C=CC=CC8)C=9C=CC=CC9)[P](C=1C=CC=CC1)(C=1C=CC=CC1)C=1C=CC=CC1 (Pd(PPh3)4). Run in C(C)(=O)OCC (ethyl acetate), C(Cl)Cl (methylene chloride). Reaction conditions: time 1.5 hour. The product is O(C1=CC=CC=C1)CC(=O)N[C@H]1[C@@H]2N(C(C(=CS2)COC2=C(C=CC=C2)C2=NC3=CC=CC=C3C(N2)=O)C(=O)O)C1=O (7β-(Phenoxyacetamido)-3-(((2-(3H-quinazoline-4-one-2-yl)-phenyl)oxy)methyl)-2-cephem-4-carboxylic acid). Yield: 135.0%. As a reaction SMILES: [O:1]([CH2:8][C:9]([NH:11][C@@H:12]1[C:44](=[O:45])[N:14]2[CH:15]([C:38]([O:40]CC=C)=[O:39])[C:16]([CH2:19][O:20][C:21]3[CH:26]=[CH:25][CH:24]=[CH:23][C:22]=3[C:27]3[NH:36][C:35](=[O:37])[C:34]4[C:29](=[CH:30][CH:31]=[CH:32][CH:33]=4)[N:28]=3)=[CH:17][S:18][C@H:13]12)=[O:10])[C:2]1[CH:7]=[CH:6][CH:5]=[CH:4][CH:3]=1.C(C(CCCC)C([O-])=O)C.[Na+].C1C=CC(P(C2C=CC=CC=2)C2C=CC=CC=2)=CC=1.CC(O)=O>C(Cl)Cl.C(OCC)(=O)C.C1C=CC([P]([Pd]([P](C2C=CC=CC=2)(C2C=CC=CC=2)C2C=CC=CC=2)([P](C2C=CC=CC=2)(C2C=CC=CC=2)C2C=CC=CC=2)[P](C2C=CC=CC=2)(C2C=CC=CC=2)C2C=CC=CC=2)(C2C=CC=CC=2)C2C=CC=CC=2)=CC=1>[O:1]([CH2:8][C:9]([NH:11][C@@H:12]1[C:44](=[O:45])[N:14]2[CH:15]([C:38]([OH:40])=[O:39])[C:16]([CH2:19][O:20][C:21]3[CH:26]=[CH:25][CH:24]=[CH:23][C:22]=3[C:27]3[NH:36][C:35](=[O:37])[C:34]4[C:29](=[CH:30][CH:31]=[CH:32][CH:33]=4)[N:28]=3)=[CH:17][S:18][C@H:13]12)=[O:10])[C:2]1[CH:3]=[CH:4][CH:5]=[CH:6][CH:7]=1 |f:1.2,^1:92,94,113,132|. Reported procedure: Compound 9 and 10 (0.071 g, 0.114 mmol) were dissolved in 5 mL of dry methylene chloride. Sodium 2-ethylhexanoate (0.019 g, 0.11 mmol) was dissolved in 2 mL of ethyl acetate. After these two solutions were mixed together, PPh3 (0.01 g, 0.04 mmol) and Pd(PPh3)4 (0.01 g, 0.009 mmol) were added. The combined reaction mixture was stirred for 1.5 h at rt. AcOH (0.5 mL) was added to the solution and the reaction mixture was evaporated in vacuo. The residue was re-evaporated from toluene to yield two s... The reactants are ClC1=CC(=C(S1)S(N)(=O)=O)C(=O)OCC (Ethyl 5-chloro-2-sulfamoylthiophene-3-carboxylate), O.NN (hydrazine hydrate). The product is ClC1=CC(=C(S1)S(N)(=O)=O)C(=O)NN (5-Chloro-2-sulfamoylthiophene-3-carbohydrazide). Yield: 89.0%. Reaction SMILES: [Cl:1][C:2]1[S:6][C:5]([S:7](=[O:10])(=[O:9])[NH2:8])=[C:4]([C:11]([O:13]CC)=O)[CH:3]=1.O.[NH2:17][NH2:18]>>[Cl:1][C:2]1[S:6][C:5]([S:7](=[O:10])(=[O:9])[NH2:8])=[C:4]([C:11]([NH:17][NH2:18])=[O:13])[CH:3]=1 |f:1.2|. Procedure: Ethyl 5-chloro-2-sulfamoylthiophene-3-carboxylate (50.0 g; 0.185 mol) was added in one portion to 98% hydrazine hydrate (50 ml) with stirring at ambient temperature. The reaction was slightly exothermic. The solution was stirred for 90 min. and concentrated. The residue was crystallised by trituration with 250 ml of water and the mixture was adjusted to pH 2-3 with conc. hydrochloric acid and stirred for 30 min. at 0° C. The product was isolated by filtration, washed with water and dried to give... Reactants: CCO, [Cl-], [NH4+], CCOC(=N)C(=O)OCC. Product: Cl, CCOC(=O)C(=N)N. Reaction SMILES: [CH3:13][CH2:14][OH:15].[Cl-:11].[NH4+:12].[NH:1]=[C:2]([C:3](=[O:4])[O:5][CH2:6][CH3:7])[O:8][CH2:9][CH3:10]>>[ClH:11].[NH2:1][C:2]([C:3](=[O:4])[O:5][CH2:6][CH3:7])=[NH:12].